Dataset: the Open Reaction Database (ORD), a public repository of structured organic reaction records. Task: describe an organic reaction: reactants, conditions, products, and yield The reactants are O=C([O-])[O-], Oc1ccc(OCc2ccccc2)cc1, ClCC1CO1, [K+], [K+]. Product: c1ccc(COc2ccc(OCC3CO3)cc2)cc1. As a reaction SMILES: [C:21](=[O:22])([O-:23])[O-:24].[CH2:1]([c:2]1[cH:3][cH:4][cH:5][cH:6][cH:7]1)[O:8][c:9]1[cH:10][cH:11][c:12]([OH:15])[cH:13][cH:14]1.[Cl:16][CH2:17][CH:18]1[CH2:19][O:20]1.[K+:25].[K+:26]>>[CH2:1]([c:2]1[cH:3][cH:4][cH:5][cH:6][cH:7]1)[O:8][c:9]1[cH:10][cH:11][c:12]([O:15][CH2:17][CH:18]2[CH2:19][O:20]2)[cH:13][cH:14]1. The reactants are c1ccc(Cc2nnc(N3CCNCC3)c3ccccc23)cc1, CC#N, CN1CCCC1=O, N#Cc1cnc(Cl)nc1. Product: N#Cc1cnc(N2CCN(c3nnc(Cc4ccccc4)c4ccccc34)CC2)nc1. As a reaction SMILES: [CH2:1]([c:2]1[cH:3][cH:4][cH:5][cH:6][cH:7]1)[c:8]1[n:9][n:10][c:11]([N:18]2[CH2:19][CH2:20][NH:21][CH2:22][CH2:23]2)[c:12]2[cH:13][cH:14][cH:15][cH:16][c:17]12.[CH3:33][C:34]#[N:35].[CH3:36][N:37]1[CH2:38][CH2:39][CH2:40][C:41]1=[O:42].[Cl:24][c:25]1[n:26][cH:27][c:28]([C:31]#[N:32])[cH:29][n:30]1>>[CH2:1]([c:2]1[cH:3][cH:4][cH:5][cH:6][cH:7]1)[c:8]1[n:9][n:10][c:11]([N:18]2[CH2:19][CH2:20][N:21]([c:25]3[n:26][cH:27][c:28]([C:31]#[N:32])[cH:29][n:30]3)[CH2:22][CH2:23]2)[c:12]2[cH:13][cH:14][cH:15][cH:16][c:17]12. Starting materials: CC(CC(C(=O)O)C1=CC(=NC(=C1)C1=CC=C(C=C1)C(F)(F)F)N(C1=CC=C(C=C1)C(F)(F)F)CCC(C)C)C (4-Methyl-2-[2-[(3-methyl-butyl)-(4-trifluoromethyl-phenyl)-amino]-6-(4-trifluoromethyl-phenyl)-pyridin-4-yl]-pentanoic acid), C1CCOC1 (THF), C(CC(O)(C(=O)O)CC(=O)O)(=O)O (citric acid). The solvent is [OH-].[Na+] (NaOH). Product: CC(CCN(C1=NC(=CC(=C1)CC(=O)O)C1=CC=C(C=C1)C(F)(F)F)C1=CC=C(C=C1)C(F)(F)F)C ([2-[(3-Methyl-butyl)-(4-trifluoromethyl-phenyl)-amino]-6-(4-trifluoromethyl-phenyl)-pyridin-4-yl]-acetic acid). The yield is 97.9%. As a reaction SMILES: CC(C)C[CH:4]([C:8]1[CH:13]=[C:12]([C:14]2[CH:19]=[CH:18][C:17]([C:20]([F:23])([F:22])[F:21])=[CH:16][CH:15]=2)[N:11]=[C:10]([N:24]([CH2:35][CH2:36][CH:37]([CH3:39])[CH3:38])[C:25]2[CH:30]=[CH:29][C:28]([C:31]([F:34])([F:33])[F:32])=[CH:27][CH:26]=2)[CH:9]=1)[C:5]([OH:7])=[O:6].C1COCC1.C(O)(=O)CC(CC(O)=O)(C(O)=O)O>[OH-].[Na+]>[CH3:38][CH:37]([CH3:39])[CH2:36][CH2:35][N:24]([C:25]1[CH:26]=[CH:27][C:28]([C:31]([F:34])([F:32])[F:33])=[CH:29][CH:30]=1)[C:10]1[CH:9]=[C:8]([CH2:4][C:5]([OH:7])=[O:6])[CH:13]=[C:12]([C:14]2[CH:15]=[CH:16][C:17]([C:20]([F:22])([F:23])[F:21])=[CH:18][CH:19]=2)[N:11]=1 |f:3.4|. Procedure: A solution of [2-[(3-methyl-butyl)-(4-trifluoromethyl-phenyl)-amino]-6-(4-trifluoromethyl-phenyl)-pyridin-4-yl]-acetic acid methyl ester (prepared using 3-methyl-iodo-butane in place of 3-bromo-2-methylprepene as described in Example 41) 55 mg, 0.1 mmol) in NaOH (1N, 0.5 mL) and THF (3 mL) was stirred at 40° C. overnight. The mixture was cooled to room temperature, acidified with 10% citric acid, extracted with CH2Cl2 (3×). The organic layer was washed with brine, dried over Na2SO4, filtered and... The reagents and catalysts are C1=CC=C(C=C1)P([C-]2C=CC=C2)C3=CC=CC=C3.C1=CC=C(C=C1)P([C-]2C=CC=C2)C3=CC=CC=C3.Cl[Pd]Cl.[Fe+2].C(Cl)Cl (PdCl2(dppf) CH2Cl2). Reaction conditions: temperature 90 celsius. As a reaction SMILES: [C:1]([O:5][C:6]([N:8]1[CH2:13][CH2:12][N:11]([C:14]2[CH:15]=[C:16]3[C:25](=[CH:26][C:27]=2Br)[O:24][CH2:23][C:22]2[N:17]3[CH:18]([CH3:38])[C:19](=[O:37])[N:20]([CH2:29][O:30][CH2:31][CH2:32][Si:33]([CH3:36])([CH3:35])[CH3:34])[N:21]=2)[CH2:10][CH2:9]1)=[O:7])([CH3:4])([CH3:3])[CH3:2].[F:39][C:40]1[CH:45]=[CH:44][CH:43]=[CH:42][C:41]=1B(O)O.C(=O)([O-])[O-].[K+].[K+]>O1CCOCC1.O.C1C=CC(P(C2C=CC=CC=2)[C-]2C=CC=C2)=CC=1.C1C=CC(P(C2C=CC=CC=2)[C-]2C=CC=C2)=CC=1.Cl[Pd]Cl.[Fe+2].C(Cl)Cl>[C:1]([O:5][C:6]([N:8]1[CH2:13][CH2:12][N:11]([C:14]2[CH:15]=[C:16]3[C:25](=[CH:26][C:27]=2[C:41]2[CH:42]=[CH:43][CH:44]=[CH:45][C:40]=2[F:39])[O:24][CH2:23][C:22]2[N:17]3[CH:18]([CH3:38])[C:19](=[O:37])[N:20]([CH2:29][O:30][CH2:31][CH2:32][Si:33]([CH3:36])([CH3:35])[CH3:34])[N:21]=2)[CH2:10][CH2:9]1)=[O:7])([CH3:4])([CH3:3])[CH3:2] |f:2.3.4,7.8.9.10.11|. Reactants: C(C)(C)(C)OC(=O)N1CCN(CC1)C=1C=C2N3C(C(N(N=C3COC2=CC1Br)COCC[Si](C)(C)C)=O)C (4-[7-bromo-4-methyl-3-oxo-2-(2-trimethylsilanyl-ethoxymethyl)-2,3,4,10-tetrahydro-9-oxa-1,2,4a-triaza-phenanthren-6-yl]-piperazine-1-carboxylic acid tert-butyl ester), FC1=C(C=CC=C1)B(O)O ((2-fluorophenyl)boronic acid), C([O-])([O-])=O.[K+].[K+] (potassium carbonate). Yield: 69.2%. The product is C(C)(C)(C)OC(=O)N1CCN(CC1)C=1C=C2N3C(C(N(N=C3COC2=CC1C1=C(C=CC=C1)F)COCC[Si](C)(C)C)=O)C (4-[7-(2-fluoro-phenyl)-4-methyl-3-oxo-2-(2-trimethylsilanyl-ethoxymethyl)-2,3,4,10-tetrahydro-9-oxa-1,2,4a-triaza-phenanthren-6-yl]-piperazine-1-carboxylic acid tert-butyl ester). Reported procedure: To a mixture of 4-[7-bromo-4-methyl-3-oxo-2-(2-trimethylsilanyl-ethoxymethyl)-2,3,4,10-tetrahydro-9-oxa-1,2,4a-triaza-phenanthren-6-yl]-piperazine-1-carboxylic acid tert-butyl ester (0.31 g, 0.508 mmol), (2-fluorophenyl)boronic acid (0.107 g, 0.762 mmol), potassium carbonate (0.140 g, 1.015 mmol) in dioxane (12 mL) and water (2 mL) was added PdCl2(dppf)-CH2Cl2 adduct (0.041 g, 0.051 mmol) and the reaction mixture was heated at 90° C. overnight. The reaction mixture was cooled to ambient temperat... Solvent: O1CCOCC1 (dioxane), O (water).